Task: describe an organic reaction: reactants, conditions, products, and yield. Dataset: the Open Reaction Database (ORD), a public repository of structured organic reaction records The reactants are FC=1C=C(C=C(C1C=COC)F)C(C)(C)O (2-{3,5-difluoro-4-[2-methoxyvinyl]phenyl}propan-2-ol), Cl (hydrochloric acid), ice water. Run in CC(=O)C (acetone). Run at time 6 hour. Yields the product FC1=C(C(=CC(=C1)C(C)(C)O)F)CC=O ([2,6-Difluoro-4-(1-hydroxy-1-methylethyl)phenyl]acetaldehyde). Reaction SMILES: [F:1][C:2]1[CH:3]=[C:4]([C:13]([OH:16])([CH3:15])[CH3:14])[CH:5]=[C:6]([F:12])[C:7]=1[CH:8]=[CH:9][O:10]C.Cl>CC(C)=O>[F:1][C:2]1[CH:3]=[C:4]([C:13]([OH:16])([CH3:14])[CH3:15])[CH:5]=[C:6]([F:12])[C:7]=1[CH2:8][CH:9]=[O:10]. Reported procedure: A solution of 2-{3,5-difluoro-4-[2-methoxyvinyl]phenyl}propan-2-ol (5.0 g, 22 mmol) in acetone (25 mL) was added dropwise to 4 M aqueous hydrochloric acid (25 mL, 100 mmol) with ice-water cooling, keeping the temperature below 10° C. Then the mixture was stirred at room temperature for six hours. The resulting mixture was extracted with ethyl acetate (2×) and the combined organic phases were washed with saturated aqueous sodium bicarbonate and brine. The organic layer was then dried and concentr...